Dataset: the Open Reaction Database (ORD), a public repository of structured organic reaction records. Task: describe an organic reaction: reactants, conditions, products, and yield The reactants are ClC1=CC=C(C=C1)C1=NC=2N(C=C1)N=CC2C#C (5-(4-chloro-phenyl)-3-ethynyl-pyrazolo[1,5-a]pyrimidine), OCC(C)(C)NS(=O)(=O)C=1C=NC=C(C1)Br (5-bromo-pyridine-3-sulfonic acid (2-hydroxy-1,1-dimethyl-ethyl)-amide). Product: OCC(C)(C)NS(=O)(=O)C=1C=NC=C(C1)C#CC=1C=NN2C1N=C(C=C2)C2=CC=C(C=C2)Cl (5-[5-(4-Chloro-phenyl)-pyrazolo[1,5-a]pyrimidin-3-ylethynyl]-pyridine-3-sulfonic acid (2-hydroxy-1,1-dimethyl-ethyl)-amide), solid. Yield: 62.0%. RXN SMILES: [Cl:1][C:2]1[CH:7]=[CH:6][C:5]([C:8]2[CH:13]=[CH:12][N:11]3[N:14]=[CH:15][C:16]([C:17]#[CH:18])=[C:10]3[N:9]=2)=[CH:4][CH:3]=1.[OH:19][CH2:20][C:21]([NH:24][S:25]([C:28]1[CH:29]=[N:30][CH:31]=[C:32](Br)[CH:33]=1)(=[O:27])=[O:26])([CH3:23])[CH3:22]>>[OH:19][CH2:20][C:21]([NH:24][S:25]([C:28]1[CH:29]=[N:30][CH:31]=[C:32]([C:18]#[C:17][C:16]2[CH:15]=[N:14][N:11]3[CH:12]=[CH:13][C:8]([C:5]4[CH:4]=[CH:3][C:2]([Cl:1])=[CH:7][CH:6]=4)=[N:9][C:10]=23)[CH:33]=1)(=[O:27])=[O:26])([CH3:23])[CH3:22]. Reported procedure: The title compound was prepared from 5-(4-chloro-phenyl)-3-ethynyl-pyrazolo[1,5-a]pyrimidine (example C.6) (63 mg, 0.25 mmol) and 5-bromo-pyridine-3-sulfonic acid (2-hydroxy-1,1-dimethyl-ethyl)-amide (77 mg, 0.25 mmol) according to general procedure II. Obtained as a yellow solid (74 mg, 62%). MS (ISP) 482.0 [(M+H)+]; mp 185-186° C. Reactants: N1=CC=C(C=C1)C1=CC=C(N)C=C1 (4-(4-pyridinyl)aniline), C(C1=CC=CC=C1)OC(=O)Cl (benzyloxycarbonyl chloride). The solvent is ClCCl (dichloromethane), N1=CC=CC=C1 (pyridine). Run at time 1 hour. Yields the product N1=CC=C(C=C1)C1=CC=C(C=C1)NC(OCC1=CC=CC=C1)=O (benzyl [4-(4-pyridinyl)phenyl]carbamate). As a reaction SMILES: [N:1]1[CH:6]=[CH:5][C:4]([C:7]2[CH:13]=[CH:12][C:10]([NH2:11])=[CH:9][CH:8]=2)=[CH:3][CH:2]=1.[CH2:14]([O:21][C:22](Cl)=[O:23])[C:15]1[CH:20]=[CH:19][CH:18]=[CH:17][CH:16]=1>ClCCl.N1C=CC=CC=1>[N:1]1[CH:6]=[CH:5][C:4]([C:7]2[CH:13]=[CH:12][C:10]([NH:11][C:22](=[O:23])[O:21][CH2:14][C:15]3[CH:20]=[CH:19][CH:18]=[CH:17][CH:16]=3)=[CH:9][CH:8]=2)=[CH:3][CH:2]=1. Reported procedure: To a suspension of 4-(4-pyridinyl)aniline (50 mg) in dichloromethane (1.50 mL) and pyridine (356.4 μL) was added dropwise benzyloxycarbonyl chloride (75.5 μL) at ambient temperature and the mixture was stirred at the same temperature for 1 hour. The resulting mixture was concentrated in vacuo and water (10 mL) was added to the residue. The aqueous solution was extracted with ethyl acetate (15 mL) and the organic layer was washed successively with saturated sodium bicarbonate aqueous solution and... Reactants: CC(=O)NCC1CN(c2ccc([Sn](C)(C)C)c(F)c2)C(=O)O1, Brc1ccc(-n2nccn2)nc1. Product: CC(=O)NCC1CN(c2ccc(-c3ccc(-n4nccn4)nc3)c(F)c2)C(=O)O1. As a reaction SMILES: [C:13]([CH3:14])(=[O:15])[NH:16][CH2:17][CH:18]1[CH2:19][N:20]([c:24]2[cH:25][c:26]([F:34])[c:27]([Sn:30]([CH3:31])([CH3:32])[CH3:33])[cH:28][cH:29]2)[C:21](=[O:23])[O:22]1.[n:1]1[n:2](-[c:6]2[n:7][cH:8][c:9]([Br:12])[cH:10][cH:11]2)[n:3][cH:4][cH:5]1>>[n:1]1[n:2](-[c:6]2[n:7][cH:8][c:9](-[c:27]3[c:26]([F:34])[cH:25][c:24]([N:20]4[CH2:19][CH:18]([CH2:17][NH:16][C:13]([CH3:14])=[O:15])[O:22][C:21]4=[O:23])[cH:29][cH:28]3)[cH:10][cH:11]2)[n:3][cH:4][cH:5]1. Starting materials: C[C@H]1CN(CC[C@H]1C=1C=C2N3[C@@H](C(NN=C3COC2=CC1B1OC(C(O1)(C)C)(C)C)=O)C)C(=O)O ((3R,4R)-3-methyl-4-[(R)-4-methyl-3-oxo-7-(4,4,5,5-tetramethyl-[1,3,2]dioxaborolan-2-yl)-2,3,4,10-tetrahydro-9-oxa-1,2,4a-triaza-phenanthren-6-yl]-piperidine-1-carboxylic acid), BrC1=C(C=CC=C1F)F (2-bromo-1,3-difluoro-benzene), C([O-])([O-])=O.[Na+].[Na+] (sodium carbonate). The reagents and catalysts are C1=CC=C(C=C1)P([C-]2C=CC=C2)C3=CC=CC=C3.C1=CC=C(C=C1)P([C-]2C=CC=C2)C3=CC=CC=C3.Cl[Pd]Cl.[Fe+2].C(Cl)Cl (PdCl2(dppf) CH2Cl2). Run in O1CCOCC1 (1,4-dioxane), O (water). Conditions: temperature 90 celsius, time 8 hour. Product: C(C)(C)(C)OC(=O)N1C[C@@H]([C@@H](CC1)C=1C=C2N3[C@@H](C(NN=C3COC2=CC1C1=C(C=CC=C1F)F)=O)C)C ((3R,4R)-4-[(R)-7-(2,6-difluoro-phenyl)-4-methyl-3-oxo-2,3,4,10-tetrahydro-9-oxa-1,2,4a-triaza-phenanthren-6-yl]-3-methyl-piperidine-1-carboxylic acid tert-butyl ester). The yield is 36.5%. Reaction SMILES: [CH3:1][C@@H:2]1[C@H:7]([C:8]2[CH:9]=[C:10]3[C:19](=[CH:20][C:21]=2B2OC(C)(C)C(C)(C)O2)[O:18][CH2:17][C:16]2[N:11]3[C@H:12]([CH3:32])[C:13](=[O:31])[NH:14][N:15]=2)[CH2:6][CH2:5][N:4]([C:33]([OH:35])=[O:34])[CH2:3]1.Br[C:37]1[C:42]([F:43])=[CH:41][CH:40]=[CH:39][C:38]=1[F:44].C(=O)([O-])[O-].[Na+].[Na+]>O1CCOCC1.O.C1C=CC(P(C2C=CC=CC=2)[C-]2C=CC=C2)=CC=1.C1C=CC(P(C2C=CC=CC=2)[C-]2C=CC=C2)=CC=1.Cl[Pd]Cl.[Fe+2].C(Cl)Cl>[C:2]([O:35][C:33]([N:4]1[CH2:5][CH2:6][C@@H:7]([C:8]2[CH:9]=[C:10]3[C:19](=[CH:20][C:21]=2[C:37]2[C:42]([F:43])=[CH:41][CH:40]=[CH:39][C:38]=2[F:44])[O:18][CH2:17][C:16]2[N:11]3[C@H:12]([CH3:32])[C:13](=[O:31])[NH:14][N:15]=2)[C@@H:2]([CH3:1])[CH2:3]1)=[O:34])([CH3:7])([CH3:3])[CH3:1] |f:2.3.4,7.8.9.10.11|. Procedure: To a mixture of (3R,4R)-3-methyl-4-[(R)-4-methyl-3-oxo-7-(4,4,5,5-tetramethyl-[1,3,2]dioxaborolan-2-yl)-2,3,4,10-tetrahydro-9-oxa-1,2,4a-triaza-phenanthren-6-yl]-piperidine-1-carboxylic acid (0.028 g, 0.052 mmol), 2-bromo-1,3-difluoro-benzene (0.015 g, 0.078 mmol) and sodium carbonate (0.018 g, 0.130 mmol) in 1,4-dioxane (3.0 mL) and water (0.5 mL) was added PdCl2(dppf)-CH2Cl2 adduct (0.008 g, 0.010 mmol) and the reaction mixture was stirred at 90° C. overnight. The reaction mixture was cooled t... Reactants: O=C(O)C(F)(F)F, OCC(F)(F)CCc1ccccc1, Oc1ccc(SC2CCNC2)cc1. Product: Oc1ccc(SC2CCN(CC(F)(F)CCc3ccccc3)C2)cc1. Reaction SMILES: [F:14][C:15]([F:16])([F:17])[C:18]([OH:19])=[O:20].[F:1][C:2]([CH2:3][OH:4])([CH2:5][CH2:6][c:7]1[cH:8][cH:9][cH:10][cH:11][cH:12]1)[F:13].[NH:21]1[CH2:22][CH:23]([S:26][c:27]2[cH:28][cH:29][c:30]([OH:33])[cH:31][cH:32]2)[CH2:24][CH2:25]1>>[F:1][C:2]([CH2:3][N:21]1[CH2:22][CH:23]([S:26][c:27]2[cH:28][cH:29][c:30]([OH:33])[cH:31][cH:32]2)[CH2:24][CH2:25]1)([CH2:5][CH2:6][c:7]1[cH:8][cH:9][cH:10][cH:11][cH:12]1)[F:13]. Starting materials: C1CCOC1, CCN=C=NCCCN(C)C, Cl, O, Cc1c(C(=O)O)ccc2c1OC(CO)CO2, CC(N)c1cccc2ccccc12. Yields the product Cc1c(C(=O)NC(C)c2cccc3ccccc23)ccc2c1OC(CO)CO2. As a reaction SMILES: [CH2:17]1[O:18][CH2:19][CH2:20][CH2:21]1.[CH3:36][N:37]([CH3:38])[CH2:39][CH2:40][CH2:41][N:42]=[C:43]=[N:44][CH2:45][CH3:46].[ClH:35].[OH2:47].[OH:1][CH2:2][CH:3]1[O:4][c:5]2[c:6]([cH:9][cH:10][c:11]([C:14](=[O:15])[OH:16])[c:12]2[CH3:13])[O:7][CH2:8]1.[c:22]1([CH:32]([CH3:33])[NH2:34])[cH:23][cH:24][cH:25][c:26]2[cH:27][cH:28][cH:29][cH:30][c:31]12>>[OH:1][CH2:2][CH:3]1[O:4][c:5]2[c:6]([cH:9][cH:10][c:11]([C:14](=[O:16])[NH:34][CH:32]([c:22]3[cH:23][cH:24][cH:25][c:26]4[cH:27][cH:28][cH:29][cH:30][c:31]34)[CH3:33])[c:12]2[CH3:13])[O:7][CH2:8]1. Starting materials: BrC1=CN=CC2=CC(=CC=C12)Br (4,7-dibromoisoquinoline), C1(=CC=CC=C1)B(O)O (phenylboronic acid), C([O-])([O-])=O.[Na+].[Na+] (sodium carbonate). Reagents/catalysts: [Pd].C1(=CC=CC=C1)P(C1=CC=CC=C1)C1=CC=CC=C1.C1(=CC=CC=C1)P(C1=CC=CC=C1)C1=CC=CC=C1.C1(=CC=CC=C1)P(C1=CC=CC=C1)C1=CC=CC=C1.C1(=CC=CC=C1)P(C1=CC=CC=C1)C1=CC=CC=C1 (tetrakis(triphenylphosphine)-palladium(0)). Run in C(C)(=O)OCC (ethyl acetate), COCCOC (DME). Yields the product BrC1=CN=CC2=CC(=CC=C12)C1=CC=CC=C1 (4-bromo-7-phenylisoquinoline). Yield: 71.0%. Reaction SMILES: [Br:1][C:2]1[C:11]2[C:6](=[CH:7][C:8](Br)=[CH:9][CH:10]=2)[CH:5]=[N:4][CH:3]=1.[C:13]1(B(O)O)[CH:18]=[CH:17][CH:16]=[CH:15][CH:14]=1.C(=O)([O-])[O-].[Na+].[Na+]>COCCOC.C(OCC)(=O)C.[Pd].C1(P(C2C=CC=CC=2)C2C=CC=CC=2)C=CC=CC=1.C1(P(C2C=CC=CC=2)C2C=CC=CC=2)C=CC=CC=1.C1(P(C2C=CC=CC=2)C2C=CC=CC=2)C=CC=CC=1.C1(P(C2C=CC=CC=2)C2C=CC=CC=2)C=CC=CC=1>[Br:1][C:2]1[C:11]2[C:6](=[CH:7][C:8]([C:13]3[CH:18]=[CH:17][CH:16]=[CH:15][CH:14]=3)=[CH:9][CH:10]=2)[CH:5]=[N:4][CH:3]=1 |f:2.3.4,7.8.9.10.11|. Procedure: A mixture of 4,7-dibromoisoquinoline (556 mg, 1.93 mmol), tetrakis(triphenylphosphine)-palladium(0) (73 mg, 3 mol %), phenylboronic acid (238 mg, 1.95 mmol), and aqueous sodium carbonate (Na2CO3) (3.9 mL, 1.0 M, 3.9 mmol) in DME (12 mL) was heated at reflux under nitrogen for 20 h. The mixture was diluted with ethyl acetate (EtOAc) (100 mL), washed with water (30 mL), dried over MgSO4 and evaporated in vacuo. The residue was purified by column chromatography upon silica gel using hexanes-EtOAc (... The solvent is Hexanes, CCOC(=O)C (EtOAc). Starting materials: Cl.COC([C@@H](N)CC(C)C)=O (L-leucine methyl ester hydrochloride), ClC=1C=C(C=CC1Cl)NC(C)C(=O)O (N-(3,4-dichlorophenyl)-D,L-alanine), solid. Reaction SMILES: Cl.[CH3:2][O:3][C:4](=[O:11])[C@H:5]([CH2:7][CH:8]([CH3:10])[CH3:9])[NH2:6].[Cl:12][C:13]1[CH:14]=[C:15]([NH:20][CH:21]([C:23](O)=[O:24])[CH3:22])[CH:16]=[CH:17][C:18]=1[Cl:19]>CCOC(C)=O>[CH3:2][O:3][C:4](=[O:11])[C@H:5]([CH2:7][CH:8]([CH3:10])[CH3:9])[NH:6][C:23](=[O:24])[C@H:21]([CH3:22])[NH:20][C:15]1[CH:16]=[CH:17][C:18]([Cl:19])=[C:13]([Cl:12])[CH:14]=1 |f:0.1|. Product: COC([C@@H](NC([C@@H](NC1=CC(=C(C=C1)Cl)Cl)C)=O)CC(C)C)=O (N-[N-(3,4-dichlorophenyl)-L-alanyl]-L-leucine methyl ester). Reported procedure: Following General Procedure D and using L-leucine methyl ester hydrochloride (Sigma) and N-(3,4-dichlorophenyl)-D,L-alanine (from Example A above), the tide compound was prepared as a solid (mp=120-132° C.). The reaction was monitored by tlc (Rf=0.49 in 1:1 EtOAc:Hexanes) and the product was purified by flash chromatography using 1:1 EtOAc:Hexanes as the eluent. Reactants: O=c1ncc(Br)cn1CCO, O=P(Cl)(Cl)Cl. Yields the product O=c1ncc(Br)cn1CCCl. As a reaction SMILES: [OH:1][CH2:2][CH2:3][n:4]1[c:5](=[O:11])[n:6][cH:7][c:8]([Br:10])[cH:9]1.[P:12]([Cl:13])([Cl:14])([Cl:15])=[O:16]>>[CH2:2]([CH2:3][n:4]1[c:5](=[O:11])[n:6][cH:7][c:8]([Br:10])[cH:9]1)[Cl:14].